This data is from the Open Reaction Database (ORD), a public repository of structured organic reaction records. The task is: describe an organic reaction: reactants, conditions, products, and yield The reactants are C#CCO, CCNCC, O=C(NCc1ccc(Cl)cc1)c1cnc2c(F)cc(I)cc2c1O, [Cu], [Cu]I. Yields the product O=C(NCc1ccc(Cl)cc1)c1cnc2c(F)cc(C#CCO)cc2c1O. RXN SMILES: [CH2:25]([C:26]#[CH:27])[OH:28].[CH2:29]([NH:30][CH2:31][CH3:32])[CH3:33].[Cl:1][c:2]1[cH:3][cH:4][c:5]([CH2:6][NH:7][C:8](=[O:9])[c:10]2[cH:11][n:12][c:13]3[c:14]([F:22])[cH:15][c:16]([I:21])[cH:17][c:18]3[c:19]2[OH:20])[cH:23][cH:24]1.[Cu:34].[Cu:35][I:36]>>[Cl:1][c:2]1[cH:3][cH:4][c:5]([CH2:6][NH:7][C:8](=[O:9])[c:10]2[cH:11][n:12][c:13]3[c:14]([F:22])[cH:15][c:16]([C:27]#[C:26][CH2:25][OH:28])[cH:17][c:18]3[c:19]2[OH:20])[cH:23][cH:24]1. Yields the product C(C)(C)(C)OC(=O)N1[C@@H](C[C@@H](C1)N(C1=NC=C(C=N1)N1C(N(CC1)C)=O)CC1=CC(=CC(=C1)C(F)(F)F)C(F)(F)F)CC ((2R,4S)-4-{(3,5-bis-trifluoromethyl-benzyl)-[5-(3-methyl-2-oxo-imidazolidin-1-yl)-pyrimidin-2-yl]-amino}-2-ethyl-pyrrolidine-1-carboxylic acid tert-butyl ester). Conditions: temperature 180 celsius. Procedure details: In a 2 mL glass microwave reaction vessel are placed in (2R,4S)-4-[(3,5-bis-trifluoromethyl-benzyl)-(5-bromo-pyrimidin-2-yl)-amino]-2-ethyl-pyrrolidine-1-carboxylic acid tert-butyl ester (200 mg, 0.32 mmol), 1-Methyl-imidazolidin-2-one (35 mg, 0.35 mmol), CuI (123.4 mg, 0.35 mmol), trans-1,2-cyclohexane (0.005 mL, 0.35 mmol), K2CO3 (88 mg, 0.64 mmol) in dry dioxane (2 mL). The reaction vessel is sealed and heated under microwave irradiation at 180° C. for 20 min. After completion of the reaction... The yield is 60.8%. The reactants are glass, C(=O)([O-])[O-].[K+].[K+] (K2CO3), trans-1,2-cyclohexane, C(C)(C)(C)OC(=O)N1[C@@H](C[C@@H](C1)N(C1=NC=C(C=N1)Br)CC1=CC(=CC(=C1)C(F)(F)F)C(F)(F)F)CC ((2R,4S)-4-[(3,5-bis-trifluoromethyl-benzyl)-(5-bromo-pyrimidin-2-yl)-amino]-2-ethyl-pyrrolidine-1-carboxylic acid tert-butyl ester), CN1C(NCC1)=O (1-Methyl-imidazolidin-2-one). As a reaction SMILES: [C:1]([O:5][C:6]([N:8]1[CH2:12][C@@H:11]([N:13]([CH2:21][C:22]2[CH:27]=[C:26]([C:28]([F:31])([F:30])[F:29])[CH:25]=[C:24]([C:32]([F:35])([F:34])[F:33])[CH:23]=2)[C:14]2[N:19]=[CH:18][C:17](Br)=[CH:16][N:15]=2)[CH2:10][C@H:9]1[CH2:36][CH3:37])=[O:7])([CH3:4])([CH3:3])[CH3:2].[CH3:38][N:39]1[CH2:43][CH2:42][NH:41][C:40]1=[O:44].C([O-])([O-])=O.[K+].[K+]>O1CCOCC1.CCOC(C)=O.[Cu]I>[C:1]([O:5][C:6]([N:8]1[CH2:12][C@@H:11]([N:13]([CH2:21][C:22]2[CH:27]=[C:26]([C:28]([F:31])([F:30])[F:29])[CH:25]=[C:24]([C:32]([F:35])([F:34])[F:33])[CH:23]=2)[C:14]2[N:19]=[CH:18][C:17]([N:41]3[CH2:42][CH2:43][N:39]([CH3:38])[C:40]3=[O:44])=[CH:16][N:15]=2)[CH2:10][C@H:9]1[CH2:36][CH3:37])=[O:7])([CH3:4])([CH3:3])[CH3:2] |f:2.3.4|. Reagents/catalysts: [Cu]I (CuI). Solvent: CCOC(=O)C (EtOAc), O1CCOCC1 (dioxane). Reactants: C1CCOC1, CCc1ccc(-c2ccc(-c3ccc[se]3)c(F)c2)cc1, [Li]CCCC, O=CN1CCOCC1, ClCCl, Cl. Product: CCc1ccc(-c2ccc(-c3ccc(C=O)[se]3)c(F)c2)cc1. As a reaction SMILES: [CH2:34]1[O:35][CH2:36][CH2:37][CH2:38]1.[CH2:6]([CH3:7])[c:8]1[cH:9][cH:10][c:11](-[c:14]2[cH:15][c:16]([F:25])[c:17](-[c:20]3[se:21][cH:22][cH:23][cH:24]3)[cH:18][cH:19]2)[cH:12][cH:13]1.[CH3:1][CH2:2][CH2:3][CH2:4][Li:5].[CH:26](=[O:27])[N:28]1[CH2:29][CH2:30][O:31][CH2:32][CH2:33]1.[Cl:39][CH2:40][Cl:41].[ClH:42]>>[CH2:6]([CH3:7])[c:8]1[cH:9][cH:10][c:11](-[c:14]2[cH:15][c:16]([F:25])[c:17](-[c:20]3[se:21][c:22]([CH:26]=[O:27])[cH:23][cH:24]3)[cH:18][cH:19]2)[cH:12][cH:13]1.